From a dataset of the Open Reaction Database (ORD), a public repository of structured organic reaction records. describe an organic reaction: reactants, conditions, products, and yield The reactants are stainless steel, COC(=O)C1=CC=CC2=C(C=CC=C12)I (5-iodo-1-naphthalenecarboxylic acid methyl ester), FC(F)(F)I (trifluoromethyl iodide), II. Reagents/catalysts: [Cu] (copper). The solvent is N1=CC=CC=C1 (pyridine). Reaction conditions: temperature 130 celsius. Yields the product COC(=O)C1=CC=CC2=C(C=CC=C12)C(F)(F)F (5-(trifluoromethyl)-1-naphthalenecarboxylic acid methyl ester). Isolated yield 60.4%. Reaction SMILES: [CH3:1][O:2][C:3]([C:5]1[C:14]2[C:9](=[C:10](I)[CH:11]=[CH:12][CH:13]=2)[CH:8]=[CH:7][CH:6]=1)=[O:4].[F:16][C:17](I)([F:19])[F:18]>[Cu].N1C=CC=CC=1>[CH3:1][O:2][C:3]([C:5]1[C:14]2[C:9](=[C:10]([C:17]([F:19])([F:18])[F:16])[CH:11]=[CH:12][CH:13]=2)[CH:8]=[CH:7][CH:6]=1)=[O:4]. Procedure details: A mixture of 5-iodo-1-naphthalenecarboxylic acid methyl ester [8.8 g, 28 mmoles, described by C. Seer and R. School, Justus Leibigs Ann. Chem., 398, 82 (1913)], trifluoromethyl iodide (12 g, 61.2 mmoles), freshly prepared copper powder (5.7 g, prepared according to the procedure of R. Q. Brewster and T. Groening, "Organic Syntheses", Coll. Vol. II, John Wiley and Sons, New York, N.Y., U.S.A., 1948, p. 445) and pyridine (45 ml) was charged into a stainless steel autoclave. The vessel was shaken a... Starting materials: [N+](=[N-])=C (diazomethane), OC(/C=C/C=C/C1=C(C=CC=C1)CCCCC(=O)O)CCCCCCCC (5-[2-[(1E,3E)-(5RS)-5-hydroxy-1,3-tridecadienyl]-phenyl]-pentanoic acid). Run in C(Cl)Cl (methylene chloride). Conditions: temperature 0 celsius, time 5 minute. The product is COC(CCCCC1=C(C=CC=C1)\C=C\C=C\C(CCCCCCCC)O)=O (5-[2-[(1E,3E)-(5RS)-5-hydroxy-1,3-tridecadienyl]-phenyl]-pentanoic acid methyl ester). Reaction SMILES: [N+](=[CH2:3])=[N-].[OH:4][CH:5]([CH2:23][CH2:24][CH2:25][CH2:26][CH2:27][CH2:28][CH2:29][CH3:30])/[CH:6]=[CH:7]/[CH:8]=[CH:9]/[C:10]1[CH:15]=[CH:14][CH:13]=[CH:12][C:11]=1[CH2:16][CH2:17][CH2:18][CH2:19][C:20]([OH:22])=[O:21]>C(Cl)Cl>[CH3:3][O:21][C:20](=[O:22])[CH2:19][CH2:18][CH2:17][CH2:16][C:11]1[CH:12]=[CH:13][CH:14]=[CH:15][C:10]=1/[CH:9]=[CH:8]/[CH:7]=[CH:6]/[CH:5]([OH:4])[CH2:23][CH2:24][CH2:25][CH2:26][CH2:27][CH2:28][CH2:29][CH3:30]. Reported procedure: An ethereal diazomethane solution is added to a solution of 5 mg of 5-[2-[(1E,3E)-(5RS)-5-hydroxy-1,3-tridecadienyl]-phenyl]-pentanoic acid (produced in example 9) in 0.5 ml of methylene chloride at 0° C. until permanent yellow dyeing and stirred for 5 minutes at 0° C. Then, it is concentrated by evaporation in a vacuum and the residue is chromatographed on silica gel. With hexane/0-80% of ether, 2.6 mg of the title compound is obtained as a colorless oil. The reactants are ClC1=CC2=C(N=N1)CCN(C2)C(C2CCCCC2)=O (3-chloro-6-hexahydrobenzoyl-5,6,7,8-tetrahydropyrido[4,3-c]pyridazine), C1(CCCCC1)C(=O)Cl (cyclohexanecarboxylic acid chloride), Example 8 ( g ), C(\C=C/C(=O)O)(=O)O.ClC1=CC2=C(N=N1)CCNC2 (3-chloro-5,6,7,8-tetrahydropyrido[4,3-c]pyridazine maleate). Run in C(C)O (ethanol). The product is N(N)C1=CC2=C(N=N1)CCN(C2)C(C2CCCCC2)=O (3-Hydrazino-6-hexahydrobenzoyl-5,6,7,8-tetrahydropyrido[4,3-c]pyridazine). RXN SMILES: Cl[C:2]1[N:7]=[N:6][C:5]2[CH2:8][CH2:9][N:10]([C:12](=[O:19])[CH:13]3[CH2:18][CH2:17][CH2:16][CH2:15][CH2:14]3)[CH2:11][C:4]=2[CH:3]=1.C(O)(=O)/C=C\C(O)=O.ClC1[N:34]=[N:33]C2CCNCC=2C=1.C1(C(Cl)=O)CCCCC1>C(O)C>[NH:33]([C:2]1[N:7]=[N:6][C:5]2[CH2:8][CH2:9][N:10]([C:12](=[O:19])[CH:13]3[CH2:18][CH2:17][CH2:16][CH2:15][CH2:14]3)[CH2:11][C:4]=2[CH:3]=1)[NH2:34] |f:1.2|. Procedure details: The 3-chloro-6-hexahydrobenzoyl-5,6,7,8-tetrahydropyrido[4,3-c]pyridazine, required as starting material, may be produced in a manner analogous to that described in Example 8 (g), from 3-chloro-5,6,7,8-tetrahydropyrido[4,3-c]pyridazine maleate and cyclohexanecarboxylic acid chloride. M.P. 144°-146° (decomp., from absolute ethanol). The reactants are ClC1=C2C(=NC=C1C(C)=O)N(C=C2)COCC[Si](C)(C)C (1-(4-Chloro-1-{[2-(trimethylsilyl)ethoxy]methyl}-1H-pyrrolo[2,3-b]pyridin-5-yl)ethanone), C(C1=CC=CC=C1)N1CCC(CC1)N (1-benzylpiperidin-4-amine), C(C)(C)N(C(C)C)CC (N,N-diisopropylethylamine). Yields the product C(C1=CC=CC=C1)N1CCC(CC1)NC1=C2C(=NC=C1C(C)=O)N(C=C2)COCC[Si](C)(C)C (1-(4-[(1-Benzylpiperidin-4-yl)amino]-1-{[2-(trimethylsilyl)ethoxy]methyl}-1H-pyrrolo[2,3-b]pyridin-5-yl)ethanone). The yield is 58.3%. As a reaction SMILES: Cl[C:2]1[C:7]([C:8](=[O:10])[CH3:9])=[CH:6][N:5]=[C:4]2[N:11]([CH2:14][O:15][CH2:16][CH2:17][Si:18]([CH3:21])([CH3:20])[CH3:19])[CH:12]=[CH:13][C:3]=12.[CH2:22]([N:29]1[CH2:34][CH2:33][CH:32]([NH2:35])[CH2:31][CH2:30]1)[C:23]1[CH:28]=[CH:27][CH:26]=[CH:25][CH:24]=1.C(N(CC)C(C)C)(C)C>>[CH2:22]([N:29]1[CH2:34][CH2:33][CH:32]([NH:35][C:2]2[C:7]([C:8](=[O:10])[CH3:9])=[CH:6][N:5]=[C:4]3[N:11]([CH2:14][O:15][CH2:16][CH2:17][Si:18]([CH3:21])([CH3:20])[CH3:19])[CH:12]=[CH:13][C:3]=23)[CH2:31][CH2:30]1)[C:23]1[CH:24]=[CH:25][CH:26]=[CH:27][CH:28]=1. Procedure details: 1-(4-Chloro-1-{[2-(trimethylsilyl)ethoxy]methyl}-1H-pyrrolo[2,3-b]pyridin-5-yl)ethanone (400 mg, 1.23 mmol) and 1-benzylpiperidin-4-amine (1.70 mL, 8.93 mmol) was stirred with N,N-diisopropylethylamine (251 μL. 1.47 mmol) at 140° C. for one day. The reaction mixture was purified by silica gel column chromatography (hexane/ethyl acetate=1/1 (v/v)) to give the title compound (343 mg, yield 58%).